This data is from the Open Reaction Database (ORD), a public repository of structured organic reaction records. The task is: describe an organic reaction: reactants, conditions, products, and yield The reactants are S(O)(O)(=O)=O (sulfuric acid), Cl(=O)(=O)[O-].[Na+] (sodium chlorate), [I-].[Na+] (sodium iodide), CC1=C(C(CCC1O)(C)C)/C=C/C(=C/C=C/C(=C/C=C/C=C(/C=C/C=C(/C=C/C2=C(C(CCC2(C)C)O)C)\C)\C)/C)/C (isozeaxanthin), C([O-])([O-])=O.[Na+].[Na+] (sodium carbonate). Run in C(Cl)(Cl)Cl (chloroform), O (water). Product: CC1=C(C(CCC1=O)(C)C)/C=C/C(=C/C=C/C(=C/C=C/C=C(/C=C/C=C(/C=C/C2=C(C(=O)CCC2(C)C)C)\C)\C)/C)/C (canthaxanthin). Isolated yield 94872.4%. RXN SMILES: Cl([O-])(=O)=O.[Na+].[I-].[Na+].[CH3:8][C:9]1[CH:14]([OH:15])[CH2:13][CH2:12][C:11]([CH3:17])([CH3:16])[C:10]=1/[CH:18]=[CH:19]/[C:20](/[CH3:49])=[CH:21]/[CH:22]=[CH:23]/[C:24](/[CH3:48])=[CH:25]/[CH:26]=[CH:27]/[CH:28]=[C:29](\[CH3:47])/[CH:30]=[CH:31]/[CH:32]=[C:33](\[CH3:46])/[CH:34]=[CH:35]/[C:36]1[C:41]([CH3:43])([CH3:42])[CH2:40][CH2:39][CH:38]([OH:44])[C:37]=1[CH3:45].S(=O)(=O)(O)O.C(=O)([O-])[O-].[Na+].[Na+]>O.C(Cl)(Cl)Cl>[CH3:45][C:37]1[C:38](=[O:44])[CH2:39][CH2:40][C:41]([CH3:42])([CH3:43])[C:36]=1/[CH:35]=[CH:34]/[C:33](/[CH3:46])=[CH:32]/[CH:31]=[CH:30]/[C:29](/[CH3:47])=[CH:28]/[CH:27]=[CH:26]/[CH:25]=[C:24](\[CH3:48])/[CH:23]=[CH:22]/[CH:21]=[C:20](\[CH3:49])/[CH:19]=[CH:18]/[C:10]1[C:11]([CH3:17])([CH3:16])[CH2:12][CH2:13][C:14](=[O:15])[C:9]=1[CH3:8] |f:0.1,2.3,6.7.8|. Procedure details: An aqueous solution of 3.2 g of sodium chlorate and 20 mg of sodium iodide, dissolved in 20 ml of water, is added to 500 mg of racemic isozeaxanthin dissolved in 50 ml of chloroform, the two-phase mixture is stirred thoroughly at room temperature, and 5 ml of 0.01N sulfuric acid is added. After an hour, the mixture is neutralized with dilute sodium carbonate solution, the phases are separated, and the organic phase is washed with water and dried over sodium sulfate. The solvent is distilled off ...